Dataset: the Open Reaction Database (ORD), a public repository of structured organic reaction records. Task: describe an organic reaction: reactants, conditions, products, and yield Starting materials: CCOC(=O)Cc1csc(SC(C)(C)C(=O)OC(C)(C)C)n1, CO, [Na+], [OH-]. The product is CC(C)(C)OC(=O)C(C)(C)Sc1nc(CC(=O)O)cs1. As a reaction SMILES: [C:1]([CH3:2])([CH3:3])([CH3:4])[O:5][C:6]([C:7]([CH3:8])([CH3:9])[S:10][c:11]1[s:12][cH:13][c:14]([CH2:16][C:17](=[O:18])[O:19][CH2:20][CH3:21])[n:15]1)=[O:22].[CH3:25][OH:26].[Na+:24].[OH-:23]>>[C:1]([CH3:2])([CH3:3])([CH3:4])[O:5][C:6]([C:7]([CH3:8])([CH3:9])[S:10][c:11]1[s:12][cH:13][c:14]([CH2:16][C:17](=[O:18])[OH:19])[n:15]1)=[O:22]. Conditions: temperature -30 celsius, time 5 minute. Procedure: Thymidine (150 mg, 0.62 mmol) was co-evaporated with pyridine (2×5 ml, pro analysi quality, additionally dried over molecular sieve 4 Å), dissolved in pyridine and cooled to -30° C. A solution of 2-(4-chloro-2-nitrophenyl)ethoxycarbonyl chloride (255 mg, 0.97 mmol) in CH2Cl2 (3 ml, dist. over CaH2) was added dropwise thereto for 5 min. After being stirred for 4 h in conditions of i-PrOH/N2 cooling (-30° to -15° C.), the mixture was diluted with CH2Cl2 (30 ml) and washed with H2O (30 ml). The aqu... Solvent: C(Cl)Cl (CH2Cl2), C(Cl)Cl (CH2Cl2). Reactants: [C@@H]1(C[C@H](O)[C@@H](CO)O1)N1C(=O)NC(=O)C(C)=C1 (Thymidine), CC(C)O.N#N (i-PrOH N2), N1=CC=CC=C1 (pyridine), ClC1=CC(=C(C=C1)CCOC(=O)Cl)[N+](=O)[O-] (2-(4-chloro-2-nitrophenyl)ethoxycarbonyl chloride). The yield is 75.2%. As a reaction SMILES: [C@@H:1]1([N:9]2[CH:17]=[C:15]([CH3:16])[C:13](=[O:14])[NH:12][C:10]2=[O:11])[O:8][C@H:5]([CH2:6][OH:7])[C@@H:3]([OH:4])[CH2:2]1.N1C=CC=CC=1.[Cl:24][C:25]1[CH:30]=[CH:29][C:28]([CH2:31][CH2:32][O:33][C:34](Cl)=[O:35])=[C:27]([N+:37]([O-:39])=[O:38])[CH:26]=1.CC(O)C.N#N>C(Cl)Cl>[Cl:24][C:25]1[CH:30]=[CH:29][C:28]([CH2:31][CH2:32][O:33][C:34]([O:7][CH2:6][C@H:5]2[O:8][C@@H:1]([N:9]3[CH:17]=[C:15]([CH3:16])[C:13](=[O:14])[NH:12][C:10]3=[O:11])[CH2:2][C@@H:3]2[OH:4])=[O:35])=[C:27]([N+:37]([O-:39])=[O:38])[CH:26]=1 |f:3.4|. Yields the product ClC1=CC(=C(C=C1)CCOC(=O)OC[C@@H]1[C@H](C[C@@H](O1)N1C(=O)NC(=O)C(C)=C1)O)[N+](=O)[O-] (5'-O-(2-(4-chloro-2-nitrophenyl)ethoxycarbonyl)thymidine). Reactants: [Mg] (Magnesium), BrC=1C=C(C=CC1)Cl (3-bromochlorobenzene), [Cl-].[NH4+] (ammonium chloride), ClC1=C(C(=O)O)C=CC(=N1)C (2-chloro-6-methylnicotinic acid). Run in O1CCCC1 (tetrahydrofuran). Yields the product ClC1=NC(=CC=C1C(C1=CC(=CC=C1)Cl)=O)C (2-chloro-3-(3-chlorobenzoyl)-6-methylpyridine). Isolated yield 44.3%. RXN SMILES: [Mg].Br[C:3]1[CH:4]=[C:5]([Cl:9])[CH:6]=[CH:7][CH:8]=1.[Cl:10][C:11]1[N:19]=[C:18]([CH3:20])[CH:17]=[CH:16][C:12]=1[C:13](O)=[O:14].[Cl-].[NH4+]>O1CCCC1>[Cl:10][C:11]1[C:12]([C:13](=[O:14])[C:3]2[CH:8]=[CH:7][CH:6]=[C:5]([Cl:9])[CH:4]=2)=[CH:16][CH:17]=[C:18]([CH3:20])[N:19]=1 |f:3.4|. Procedure: Magnesium (4.8 g, 200 mmol) was added to a tetrahydrofuran (400 ml) solution of 3-bromochlorobenzene (38 g, 200 mmol), and the mixture was stirred at room temperature. Since spontaneous exothermic reaction occurred, the stirring was continued until the exothermicity was ceased. The reaction solution was cooled to -40° C., mixed with 2-chloro-6-methylnicotinic acid (9.2 g, 53 mmol) and then stirred overnight at room-temperature. The reaction solution was mixed with saturated ammonium chloride aqu...